The task is: describe an organic reaction: reactants, conditions, products, and yield. This data is from the Open Reaction Database (ORD), a public repository of structured organic reaction records. Run in O1CCCC1 (tetrahydrofuran). Starting materials: C(C)(C)(C)OC(=O)NCCCNS(=O)(=O)C1=C2C=CN=CC2=CC=C1 (N-(tert-butoxycarbonyl)-N′-[(5-isoquinolyl)sulfonyl]-1,3-propylenediamine), N(=NC(=O)N(C)C)C(=O)N(C)C (1,1′-azobis(N,N-dimethylformamide)), C1(=CC=CC=C1)CCCO (3-phenyl-1-propanol), C(CCC)P(CCCC)CCCC (tri(n-butyl)phosphine). RXN SMILES: [C:1]([O:5][C:6]([NH:8][CH2:9][CH2:10][CH2:11][NH:12][S:13]([C:16]1[CH:25]=[CH:24][CH:23]=[C:22]2[C:17]=1[CH:18]=[CH:19][N:20]=[CH:21]2)(=[O:15])=[O:14])=[O:7])([CH3:4])([CH3:3])[CH3:2].N(C(N(C)C)=O)=NC(N(C)C)=O.[C:38]1([CH2:44][CH2:45][CH2:46][OH:47])[CH:43]=[CH:42][CH:41]=[CH:40][CH:39]=1.C(P(CCCC)CCCC)CCC>O1CCCC1>[C:1]([O:5][C:6]([NH:8][CH2:9][CH2:10][CH2:11][N:12]([S:13]([C:16]1[CH:25]=[CH:24][CH:23]=[C:22]2[C:17]=1[CH:18]=[CH:19][N:20]=[CH:21]2)(=[O:14])=[O:15])[CH2:46][CH2:45][CH2:44][C:38]1[CH:43]=[CH:42][CH:41]=[CH:40][CH:39]=1)=[O:7])([CH3:4])([CH3:2])[CH3:3].[C:38]1([CH2:44][CH2:45][CH2:46][OH:47])[CH:43]=[CH:42][CH:41]=[CH:40][CH:39]=1. Procedure details: A solution of Intermediate 1 (640 mg), 1,1′-azobis(N,N-dimethylformamide) (1200 mg, Aldrich or prepared according to Chemistry Letters, 539 (1994)) and 3-phenyl-1-propanol (710 μl, Tokyo Kasei Kogyo) in tetrahydrofuran (30 ml) was added with tri(n-butyl)phosphine (1.75 ml, Tokyo Kasei Kogyo) with stirring and ice cooling and stirred at room temperature under argon atmosphere for 13.5 hours. The precipitates in the reaction mixture were removed by filtration, and then the solvent was evaporated f... The product is C(C)(C)(C)OC(=O)NCCCN(CCCC1=CC=CC=C1)S(=O)(=O)C1=C2C=CN=CC2=CC=C1 (N-(tert-butoxycarbonyl)-N′-[(5-isoquinolyl)sulfonyl]-N′-(3-phenylpropyl)-1,3-propylenediamine), C1(=CC=CC=C1)CCCO (3-phenyl-1-propanol). Starting materials: FC(C1=CC=C(C=C1)C=1C(=CC=CC1)C(=O)NC1=NC2=CC=C(C=C2C=C1)C(=O)O)(F)F (2-[(4′-Trifluoromethyl-biphenyl-2-carbonyl)-amino]-quinoline-6-carboxylic acid), Cl.N(=[N+]=[N-])C[C@H](C1=CC=CC=C1)N ((S)-2-azido-1-phenyl-ethylamine hydrochloride), C(CCl)Cl (EDC), C=1C=CC2=C(C1)N=NN2O (HOBT). The solvent is C(Cl)Cl (CH2Cl2), C(C)N(CC)CC (triethylamine), CCOC(=O)C (EtOAc). Conditions: time 16 hour. Product: N(=[N+]=[N-])C[C@H](C1=CC=CC=C1)NC(=O)C=1C=C2C=CC(=NC2=CC1)NC(=O)C=1C(=CC=CC1)C1=CC=C(C=C1)C(F)(F)F ((S)-2-[(4′-Trifluoromethyl-biphenyl-2-carbonyl)-amino]-quinoline-6-carboxylic acid (2-azido-1-phenyl-ethyl)amide). As a reaction SMILES: [F:1][C:2]([F:32])([F:31])[C:3]1[CH:8]=[CH:7][C:6]([C:9]2[C:10]([C:15]([NH:17][C:18]3[CH:27]=[CH:26][C:25]4[C:20](=[CH:21][CH:22]=[C:23]([C:28](O)=[O:29])[CH:24]=4)[N:19]=3)=[O:16])=[CH:11][CH:12]=[CH:13][CH:14]=2)=[CH:5][CH:4]=1.Cl.[N:34]([CH2:37][C@@H:38]([NH2:45])[C:39]1[CH:44]=[CH:43][CH:42]=[CH:41][CH:40]=1)=[N+:35]=[N-:36].C(Cl)CCl.C1C=CC2N(O)N=NC=2C=1>C(Cl)Cl.CCOC(C)=O.C(N(CC)CC)C>[N:34]([CH2:37][C@@H:38]([NH:45][C:28]([C:23]1[CH:24]=[C:25]2[C:20](=[CH:21][CH:22]=1)[N:19]=[C:18]([NH:17][C:15]([C:10]1[C:9]([C:6]3[CH:7]=[CH:8][C:3]([C:2]([F:31])([F:1])[F:32])=[CH:4][CH:5]=3)=[CH:14][CH:13]=[CH:12][CH:11]=1)=[O:16])[CH:27]=[CH:26]2)=[O:29])[C:39]1[CH:40]=[CH:41][CH:42]=[CH:43][CH:44]=1)=[N+:35]=[N-:36] |f:1.2|. Reported procedure: 2-[(4′-Trifluoromethyl-biphenyl-2-carbonyl)-amino]-quinoline-6-carboxylic acid, (F-1a2, 0.78 g, 1.79 mM), (S)-2-azido-1-phenyl-ethylamine hydrochloride (0.36 g, 1.79 mM), EDC (0.41 g, 2.15 mM) and HOBT (10 mg, 0.075 mM), were dissolved in CH2Cl2 (15 mL) and treated with triethylamine (0.75 mL, 5.4 mM). The mixture was stirred at room temperature for 16 h, then was diluted with EtOAc (75 mL) and washed with 0.5N HCl (20 mL), aqueous NaHCO3 (20 mL), and brine. The EtOAc fraction was dried (MgSO4),... Starting materials: CC(C)Br, CN(C)C=O, O=C(c1ccc2[nH]c(C(=O)N3CCC(F)(F)CC3)cc2c1)N1CCC(N2CCCC2)CC1, [H-], [Na+]. Product: CC(C)n1c(C(=O)N2CCC(F)(F)CC2)cc2cc(C(=O)N3CCC(N4CCCC4)CC3)ccc21. RXN SMILES: [Br:35][CH:36]([CH3:37])[CH3:38].[CH3:39][N:40]([CH3:41])[CH:42]=[O:43].[F:1][C:2]1([F:32])[CH2:3][CH2:4][N:5]([C:8](=[O:9])[c:10]2[nH:11][c:12]3[cH:13][cH:14][c:15]([C:19](=[O:20])[N:21]4[CH2:22][CH2:23][CH:24]([N:27]5[CH2:28][CH2:29][CH2:30][CH2:31]5)[CH2:25][CH2:26]4)[cH:16][c:17]3[cH:18]2)[CH2:6][CH2:7]1.[H-:33].[Na+:34]>>[F:1][C:2]1([F:32])[CH2:3][CH2:4][N:5]([C:8](=[O:9])[c:10]2[n:11]([CH:36]([CH3:37])[CH3:38])[c:12]3[cH:13][cH:14][c:15]([C:19](=[O:20])[N:21]4[CH2:22][CH2:23][CH:24]([N:27]5[CH2:28][CH2:29][CH2:30][CH2:31]5)[CH2:25][CH2:26]4)[cH:16][c:17]3[cH:18]2)[CH2:6][CH2:7]1.